Dataset: the Open Reaction Database (ORD), a public repository of structured organic reaction records. Task: describe an organic reaction: reactants, conditions, products, and yield Procedure details: A mixture of 10.7 g. of 6-(p-fluorophenyl)-1,2-dihydro-2-oxonicotinonitrile [J. Med. Chem. 14, 342 (1971)] and 16.8 g. of 4-piperidinopiperidine in 140 ml. of dimethyl sulfoxide is stirred and heated at 95°-100° for 50 hours. The mixture is cooled and diluted with 450 ml. of 95% ethanol. The resulting precipitate of 6-[p-(4-piperidinopiperidino)phenyl]-1,2-dihydro-2-oxonicotinonitrile is collected by filtration, washed with 95% ethanol and dried; m.p. 288°-293° (dec.). The product is N1(CCCCC1)C1CCN(CC1)C1=CC=C(C=C1)C=1NC(C(C#N)=CC1)=O (6-[p-(4-Piperidinopiperidino)phenyl] -1,2-dihydro-2-oxonicotinonitrile). Reactants: FC1=CC=C(C=C1)C=1NC(C(C#N)=CC1)=O (6-(p-fluorophenyl)-1,2-dihydro-2-oxonicotinonitrile), N1(CCCCC1)C1CCNCC1 (4-piperidinopiperidine), CS(=O)C (dimethyl sulfoxide). Run in C(C)O (ethanol). RXN SMILES: F[C:2]1[CH:7]=[CH:6][C:5]([C:8]2[NH:9][C:10](=[O:16])[C:11](=[CH:14][CH:15]=2)[C:12]#[N:13])=[CH:4][CH:3]=1.[N:17]1([CH:23]2[CH2:28][CH2:27][NH:26][CH2:25][CH2:24]2)[CH2:22][CH2:21][CH2:20][CH2:19][CH2:18]1.CS(C)=O>C(O)C>[N:17]1([CH:23]2[CH2:28][CH2:27][N:26]([C:2]3[CH:7]=[CH:6][C:5]([C:8]4[NH:9][C:10](=[O:16])[C:11](=[CH:14][CH:15]=4)[C:12]#[N:13])=[CH:4][CH:3]=3)[CH2:25][CH2:24]2)[CH2:22][CH2:21][CH2:20][CH2:19][CH2:18]1. Reactants: O=C(O)c1ccc([N+](=O)[O-])cc1Cc1ccccc1, COC(=O)C(N)CCSC, Cl. The product is COC(=O)C(CCSC)NC(=O)c1ccc([N+](=O)[O-])cc1Cc1ccccc1. Reaction SMILES: [CH2:1]([c:2]1[cH:3][cH:4][cH:5][cH:6][cH:7]1)[c:8]1[c:9]([C:10](=[O:11])[OH:12])[cH:13][cH:14][c:15]([N+:17](=[O:18])[O-:19])[cH:16]1.[CH3:21][O:22][C:23]([CH:24]([NH2:25])[CH2:26][CH2:27][S:28][CH3:29])=[O:30].[ClH:20]>>[CH2:1]([c:2]1[cH:3][cH:4][cH:5][cH:6][cH:7]1)[c:8]1[c:9]([C:10](=[O:12])[NH:25][CH:24]([C:23]([O:22][CH3:21])=[O:30])[CH2:26][CH2:27][S:28][CH3:29])[cH:13][cH:14][c:15]([N+:17](=[O:18])[O-:19])[cH:16]1. Reactants: O=C1N(CCCC1)C1=CC=C(C(=O)OCC)C=C1 (ethyl 4-(2-oxopiperidin-1-yl)benzoate), CC1=C(C=CC(=C1)C)N1CCNCC1 (1-(2,4-dimethylphenyl)piperazine). Product: CC1=C(C=CC(=C1)C)N1CCN(CC1)C(=O)C1=CC=C(C=C1)N1C(CCCC1)=O ((4-{4-(2,4-dimethylphenyl)piperazine-1-carbonyl]phenyl}piperidin-2-one). The yield is 56.0%. As a reaction SMILES: [O:1]=[C:2]1[CH2:7][CH2:6][CH2:5][CH2:4][N:3]1[C:8]1[CH:18]=[CH:17][C:11]([C:12]([O:14]CC)=O)=[CH:10][CH:9]=1.[CH3:19][C:20]1[CH:25]=[C:24]([CH3:26])[CH:23]=[CH:22][C:21]=1[N:27]1[CH2:32][CH2:31][NH:30][CH2:29][CH2:28]1>>[CH3:19][C:20]1[CH:25]=[C:24]([CH3:26])[CH:23]=[CH:22][C:21]=1[N:27]1[CH2:28][CH2:29][N:30]([C:12]([C:11]2[CH:10]=[CH:9][C:8]([N:3]3[CH2:4][CH2:5][CH2:6][CH2:7][C:2]3=[O:1])=[CH:18][CH:17]=2)=[O:14])[CH2:31][CH2:32]1. Reported procedure: Using ethyl 4-(2-oxopiperidin-1-yl)benzoate (247 mg) and 1-(2,4-dimethylphenyl)piperazine (190 mg) and by the reaction and treatment in the same manner as in Example 109, the title compound (219 mg) was obtained. Reactants: C(C)(C)(C)OC(=O)N1CC(CC(C1)NC(CC1=CN=CN1CC1=CC=C(C=C1)C#N)=O)C(=O)OC (1-(t-Butoxycarbonyl)-3-methoxycarbonyl-5-[N-(1-(4-cyanobenzyl)-1H-imidazol-5-yl)acetylamino]piperidine), FC(C(=O)O)(F)F (Trifluoroacetic acid). Solvent: C(Cl)Cl (CH2Cl2). Conditions: time 4 hour. The product is COC(=O)[C@@H]1CNC[C@@H](C1)NC(CC1=CN=CN1CC1=CC=C(C=C1)C#N)=O (cis-3-methoxycarbonyl-5-[N-(1-(4-cyanobenzyl)-1H-imidazol-5-yl)acetylamino]piperidine). Reaction SMILES: C(OC([N:8]1[CH2:13][CH:12]([NH:14][C:15](=[O:31])[CH2:16][C:17]2[N:21]([CH2:22][C:23]3[CH:28]=[CH:27][C:26]([C:29]#[N:30])=[CH:25][CH:24]=3)[CH:20]=[N:19][CH:18]=2)[CH2:11][CH:10]([C:32]([O:34][CH3:35])=[O:33])[CH2:9]1)=O)(C)(C)C.FC(F)(F)C(O)=O>C(Cl)Cl>[CH3:35][O:34][C:32]([C@H:10]1[CH2:11][C@@H:12]([NH:14][C:15](=[O:31])[CH2:16][C:17]2[N:21]([CH2:22][C:23]3[CH:24]=[CH:25][C:26]([C:29]#[N:30])=[CH:27][CH:28]=3)[CH:20]=[N:19][CH:18]=2)[CH2:13][NH:8][CH2:9]1)=[O:33]. Procedure details: 1-(t-Butoxycarbonyl)-3-methoxycarbonyl-5-[N-(1-(4-cyanobenzyl)-1H-imidazol-5-yl)acetylamino]piperidine (44.6 mg, 0.093 mmol) was dissolved in CH2Cl2 (6 mL). Trifluoroacetic acid (3 mL) was added and the solution was stirred at ambient temperature for 4 h. The solution was concentrated under reduced pressure to give the title compound without further purification. Starting materials: NOC(CCCCCCC)ON (diaminooxyoctane), Cl (hydrochloric acid). The product is Cl.NOC(CCCCCCC)ON (diaminooxyoctane monohydrochloride). Reaction SMILES: [NH2:1][O:2][CH:3]([O:11][NH2:12])[CH2:4][CH2:5][CH2:6][CH2:7][CH2:8][CH2:9][CH3:10].[ClH:13]>>[ClH:13].[NH2:12][O:11][CH:3]([O:2][NH2:1])[CH2:4][CH2:5][CH2:6][CH2:7][CH2:8][CH2:9][CH3:10] |f:2.3|. Reported procedure: Under agitation, 16.43 g of diaminooxyoctane is combined with 167.3 ml of 1N aqueous hydrochloric acid until the pH of the solution is 2.4. The solution is then concentrated under vacuum and the residue recrystallized from 93% strength ethanol, thus obtaining 14.83 g of diaminooxyoctane monohydrochloride, mp 174° C. Starting materials: COc1cc(OC2CCN(C(=O)OC(C)(C)C)CC2)c2c(Nc3c(Cl)ccc4c3OCO4)ncnc2c1, ClCCl, Cl, Cl, O=C(O)C(F)(F)F. As a reaction SMILES: [C:3]([O:4][C:5](=[O:6])[N:10]1[CH2:11][CH2:12][CH:13]([O:16][c:17]2[c:18]3[c:19]([NH:29][c:30]4[c:31]5[c:32]([cH:33][cH:34][c:35]4[Cl:36])[O:37][CH2:38][O:39]5)[n:20][cH:21][n:22][c:23]3[cH:24][c:25]([O:27][CH3:28])[cH:26]2)[CH2:14][CH2:15]1)([CH3:7])([CH3:8])[CH3:9].[CH2:47]([Cl:48])[Cl:49].[ClH:1].[ClH:2].[OH:40][C:41]([C:42]([F:43])([F:44])[F:45])=[O:46]>>[NH:10]1[CH2:11][CH2:12][CH:13]([O:16][c:17]2[c:18]3[c:19]([NH:29][c:30]4[c:31]5[c:32]([cH:33][cH:34][c:35]4[Cl:36])[O:37][CH2:38][O:39]5)[n:20][cH:21][n:22][c:23]3[cH:24][c:25]([O:27][CH3:28])[cH:26]2)[CH2:14][CH2:15]1. Product: COc1cc(OC2CCNCC2)c2c(Nc3c(Cl)ccc4c3OCO4)ncnc2c1. Reactants: ClC1=CC(=CC=C1)C(=O)OO (m-Chloroperbenzoic acid), CC1=CC=C2C(=N1)NC=C2 (6-methyl-1H-pyrrolo[2,3-b]pyridine). Solvent: C(C)(=O)OCC (ethyl acetate), aqueous solution, C([O-])([O-])=O.[K+].[K+] (potassium carbonate). Run at time 20 minute. Yields the product CC1=CC=C2C(=[N+]1[O-])NC=C2 (6-methyl-1H-pyrrolo[2,3-b]pyridin-7-oxide). The yield is 90.0%. RXN SMILES: ClC1C=CC=C(C(OO)=[O:9])C=1.[CH3:12][C:13]1[N:18]=[C:17]2[NH:19][CH:20]=[CH:21][C:16]2=[CH:15][CH:14]=1>C(OCC)(=O)C.C(=O)([O-])[O-].[K+].[K+]>[CH3:12][C:13]1[N+:18]([O-:9])=[C:17]2[NH:19][CH:20]=[CH:21][C:16]2=[CH:15][CH:14]=1 |f:3.4.5|. Procedure: 65% m-Chloroperbenzoic acid (1374 mg) was added to a solution of 6-methyl-1H-pyrrolo[2,3-b]pyridine (570 mg) in ethyl acetate (20 ml) under ice-cooling and the mixture was stirred at room temperature for 20 minutes. After concentration of the reaction mixture in vacuo, the resulted residue was diluted with 2% aqueous solution of potassium carbonate and extracted with chloroform. The organic layer was dried over magnesium sulfate and concentrated in vacuo. The resulted residue was purified with a... The reactants are Br, CCOC(=O)Cc1ccc(C=C2CCCC2=O)cc1, C1COCCO1. The product is O=C(O)Cc1ccc(C=C2CCCC2=O)cc1. RXN SMILES: [BrH:20].[O:1]=[C:2]1[C:3](=[CH:7][c:8]2[cH:9][cH:10][c:11]([CH2:14][C:15](=[O:16])[O:17][CH2:18][CH3:19])[cH:12][cH:13]2)[CH2:4][CH2:5][CH2:6]1.[O:21]1[CH2:22][CH2:23][O:24][CH2:25][CH2:26]1>>[O:1]=[C:2]1[C:3](=[CH:7][c:8]2[cH:9][cH:10][c:11]([CH2:14][C:15](=[O:16])[OH:17])[cH:12][cH:13]2)[CH2:4][CH2:5][CH2:6]1.